This data is from the Open Reaction Database (ORD), a public repository of structured organic reaction records. The task is: describe an organic reaction: reactants, conditions, products, and yield The reactants are CO (methanol), O (water), C1(=CC=C(C=C1)S(=O)(=O)O)C (p-toluenesulfonic acid), CC1(OCCO1)C=1C=C(C=CC1)C1C(=C(NC=2N1C=CN2)C)C(=O)OC (5-[3-(2-methyl-1,3-dioxolan-2-yl)phenyl]-6-methoxycarbonyl-7-methyl-5,8-dihydroimidazo[1,2-a]pyrimidine). Run in CC(=O)C (acetone). Reaction conditions: temperature 60 celsius. Product: C(C)(=O)C=1C=C(C=CC1)C1C(=C(NC=2N1C=CN2)C)C(=O)OC (5-(3-acetylphenyl)-6-methoxycarbonyl-7-methyl-5,8-dihydroimidazo[1,2-a]pyrimidine). The yield is 69.8%. RXN SMILES: CO.O.[CH3:4][C:5]1([C:10]2[CH:11]=[C:12]([CH:16]3[N:21]4[CH:22]=[CH:23][N:24]=[C:20]4[NH:19][C:18]([CH3:25])=[C:17]3[C:26]([O:28][CH3:29])=[O:27])[CH:13]=[CH:14][CH:15]=2)OCC[O:6]1.C1(C)C=CC(S(O)(=O)=O)=CC=1>CC(C)=O>[C:5]([C:10]1[CH:11]=[C:12]([CH:16]2[N:21]3[CH:22]=[CH:23][N:24]=[C:20]3[NH:19][C:18]([CH3:25])=[C:17]2[C:26]([O:28][CH3:29])=[O:27])[CH:13]=[CH:14][CH:15]=1)(=[O:6])[CH3:4]. Procedure details: In a mixture of 50 ml of acetone, 30 ml of methanol and 20 ml of water is dissolved 1.8 g of 5-[3-(2-methyl-1,3-dioxolan-2-yl)phenyl]-6-methoxycarbonyl-7-methyl-5,8-dihydroimidazo[1,2-a]pyrimidine. The mixture is adjusted to pH 1 with p-toluenesulfonic acid and then heated at 60° C. for 3 hours. The solvent is distilled off and the residue is neutralized with sodium bicarbonate solution. The resulting white precipitations are collected by filtration and recrystallized from a mixture of ethanol a... The reactants are CC(=O)O[O].O=C[C@@H](O)[C@H](O)[C@H](O)CO (peracetyl D-arabinose), Carbohydrate. The solvent is CO (methanol). Product: C(C)(=O)O[C@@H]1C(O)OC[C@H]([C@H]1OC(C)=O)OC(C)=O (2,3,4-tri-O-acetyl-D-arabinopyranose). Isolated yield 56.0%. As a reaction SMILES: [CH3:1][C:2]([O:4][O])=[O:3].[O:6]=[CH:7][C@H:8]([C@@H:10]([C@@H:12]([CH2:14][OH:15])O)[OH:11])[OH:9]>CO>[C:2]([O:4][C@H:12]1[C@H:10]([O:11][C:2](=[O:3])[CH3:1])[C@H:8]([O:9][C:7](=[O:6])[CH3:8])[CH2:7][O:6][CH:14]1[OH:15])(=[O:3])[CH3:1] |f:0.1,^1:3|. Procedure: A suspension of peracetyl-D-arabinose (prepared according to the method of Evelyn, Carbohydrate Res., 1982, 100:55-61) (3 g, 9.4 mmol) and alumina (50 mg) in methanol (200 ml) was refluxed for 5 hrs. After filtration of the inorganic substance, the filtrate was concentrated in vacuo to give 2,3,4-tri-O-acetyl-D-arabinopyranose (1.46 g, 56%) as an oil. Reactants: C1(=CC=CC=C1)O (phenol), [H-].[Na+] (sodium hydride), Cl (hydrochloric acid), C1(=CC=CC=C1)S(=O)(=O)NC(=O)C1=CC=C2C(=N1)N(C(=N2)C)CC2=C(C=C(C=C2)COS(=O)(=O)C)Cl (5-(benzenesulfonylcarbamoyl)-3-(2-chloro-4-((methanesulfonyloxy)methyl)benzyl)-2-methyl-3H-imidazo[4,5-b]pyridine). The solvent is CN(C=O)C (N,N-dimethylformamide), O (water), CN(C=O)C (N,N-dimethylformamide). Reaction conditions: time 3 hour. Product: C1(=CC=CC=C1)S(=O)(=O)NC(=O)C1=CC=C2C(=N1)N(C(=N2)C)CC2=C(C=C(C=C2)COC2=CC=CC=C2)Cl (5-(benzenesulfonylcarbamoyl)-3-(2-chloro-4-((phenyloxy)methyl)-benzyl)-2-methyl-3H-imidazo[4,5-b]pyridine). Yield: 45.7%. RXN SMILES: [C:1]1([OH:7])[CH:6]=[CH:5][CH:4]=[CH:3][CH:2]=1.[H-].[Na+].[C:10]1([S:16]([NH:19][C:20]([C:22]2[N:27]=[C:26]3[N:28]([CH2:32][C:33]4[CH:38]=[CH:37][C:36]([CH2:39]OS(C)(=O)=O)=[CH:35][C:34]=4[Cl:45])[C:29]([CH3:31])=[N:30][C:25]3=[CH:24][CH:23]=2)=[O:21])(=[O:18])=[O:17])[CH:15]=[CH:14][CH:13]=[CH:12][CH:11]=1.Cl>CN(C)C=O.O>[C:10]1([S:16]([NH:19][C:20]([C:22]2[N:27]=[C:26]3[N:28]([CH2:32][C:33]4[CH:38]=[CH:37][C:36]([CH2:39][O:7][C:1]5[CH:6]=[CH:5][CH:4]=[CH:3][CH:2]=5)=[CH:35][C:34]=4[Cl:45])[C:29]([CH3:31])=[N:30][C:25]3=[CH:24][CH:23]=2)=[O:21])(=[O:17])=[O:18])[CH:15]=[CH:14][CH:13]=[CH:12][CH:11]=1 |f:1.2|. Procedure details: To a solution of phenol (12 mg, 0.13 mmol) in N,N-dimethylformamide (0.5 ml) was added sodium hydride (60% in mineral oil, 5.2 mg) under ice-cooling. Thirty minutes later, a solution of 5-(benzenesulfonylcarbamoyl)-3-(2-chloro-4-((methanesulfonyloxy)methyl)benzyl)-2-methyl-3H-imidazo[4,5-b]pyridine (68 mg, 0.12 mmol) in N,N-dimethylformamide (1 ml) was dropwise added, which was followed by stirring at room temperature for 3 hr. The reaction mixture was cooled with ice and water was added. Its pH... Starting materials: Cc1nc2cc(F)c(F)cc2nc1NCC1CCCCN1C(=O)OC(C)(C)C, O=C(O)C(F)(F)F. Product: Cc1nc2cc(F)c(F)cc2nc1NCC1CCCCN1. Reaction SMILES: [C:1]([O:2][C:3](=[O:4])[N:8]1[CH:9]([CH2:14][NH:15][c:16]2[n:17][c:18]3[cH:19][c:20]([F:28])[c:21]([F:27])[cH:22][c:23]3[n:24][c:25]2[CH3:26])[CH2:10][CH2:11][CH2:12][CH2:13]1)([CH3:5])([CH3:6])[CH3:7].[OH:29][C:30]([C:31]([F:32])([F:33])[F:34])=[O:35]>>[NH:8]1[CH:9]([CH2:14][NH:15][c:16]2[n:17][c:18]3[cH:19][c:20]([F:28])[c:21]([F:27])[cH:22][c:23]3[n:24][c:25]2[CH3:26])[CH2:10][CH2:11][CH2:12][CH2:13]1. Reactants: O=C([O-])[O-], N#Cc1cc2c(Cl)ccnc2cc1OCCCN1CCCC1, [Cs+], [Cs+], Cc1cc2c(F)c(O)ccc2[nH]1, CN(C)C=O. The product is Cc1cc2c(F)c(Oc3ccnc4cc(OCCCN5CCCC5)c(C#N)cc34)ccc2[nH]1. RXN SMILES: [C:35](=[O:36])([O-:37])[O-:38].[Cl:1][c:2]1[cH:3][cH:4][n:5][c:6]2[cH:7][c:8]([O:14][CH2:15][CH2:16][CH2:17][N:18]3[CH2:19][CH2:20][CH2:21][CH2:22]3)[c:9]([C:12]#[N:13])[cH:10][c:11]12.[Cs+:39].[Cs+:40].[F:23][c:24]1[c:25]2[cH:26][c:27]([CH3:34])[nH:28][c:29]2[cH:30][cH:31][c:32]1[OH:33].[O:41]=[CH:42][N:43]([CH3:44])[CH3:45]>>[c:2]1([O:33][c:32]2[c:24]([F:23])[c:25]3[cH:26][c:27]([CH3:34])[nH:28][c:29]3[cH:30][cH:31]2)[cH:3][cH:4][n:5][c:6]2[cH:7][c:8]([O:14][CH2:15][CH2:16][CH2:17][N:18]3[CH2:19][CH2:20][CH2:21][CH2:22]3)[c:9]([C:12]#[N:13])[cH:10][c:11]12. Starting materials: NC1=NC2=[N+](C=C(N=C2C(N1)=O)COC)[O-] (2-Amino-6-methoxymethyl-4(3H)-pteridinone-8-oxide), NC1=NC2=[N+](C=C(N=C2C(=N1)N)COC)[O-] (2,4-Diamino-6-methoxymethylpteridine-8-oxide), [OH-].[Na+] (sodium hydroxide). The product is NC1=NC=2NCC(NC2C(N1)=O)COC ((+-)-2-Amino-5,6,7,8-tetrahydro-6-methoxymethyl-4(3H)-pteridinone). Reaction SMILES: [NH2:1][C:2]1[NH:11][C:10](=[O:12])[C:9]2[C:4](=[N+:5]([O-])[CH:6]=[C:7]([CH2:13][O:14][CH3:15])[N:8]=2)[N:3]=1.NC1N=C(N)C2C(=[N+]([O-])C=C(COC)N=2)N=1.[OH-].[Na+]>>[NH2:1][C:2]1[NH:11][C:10](=[O:12])[C:9]2[NH:8][CH:7]([CH2:13][O:14][CH3:15])[CH2:6][NH:5][C:4]=2[N:3]=1 |f:2.3|. Reported procedure: 2-Amino-6-methoxymethyl-4(3H)-pteridinone-8-oxide. 2,4-Diamino-6-methoxymethylpteridine-8-oxide (E. C. Taylor and T. Kobayashi, J. Org. Chem., 2817, 38, (1973)) was treated with sodium hydroxide in a manner analogous to that described in Example 1 to give the title compound as a solid mp >250°. UV: (0.1N HCl) λmax 262(22600), 290 sh (4900), 388 (6100) nm; NMR: δ (TFA) 3.69 (s, OCH3); 4.89 (s, OCH2); 8.95 (s, H-7). IR: (KBr) 1725, 1700, 1650, 1605, 1490, 1480, 1390, 1360, 1325, 1235, 1155, 1110, ... Starting materials: C(C=1C(O)=CC=CC1)(=O)O (salicylic acid), C(C1=CC(C(=O)O)=CC=C1)(=O)O (isophthalic acid). Reaction conditions: temperature 132 celsius. Yields the product C(C=1C(O)=CC=CC1)(=O)[O-].C(C1=CC(C(=O)[O-])=CC=C1)(=O)[O-] (Salicylate Isophthalate). RXN SMILES: [C:1]([OH:10])(=[O:9])[C:2]1[C:3](=[CH:5][CH:6]=[CH:7][CH:8]=1)[OH:4].[C:11]([OH:22])(=[O:21])[C:12]1[CH:20]=[CH:19][CH:18]=[C:14]([C:15]([OH:17])=[O:16])[CH:13]=1>>[C:1]([O-:10])(=[O:9])[C:2]1[C:3](=[CH:5][CH:6]=[CH:7][CH:8]=1)[OH:4].[C:11]([O-:22])(=[O:21])[C:12]1[CH:20]=[CH:19][CH:18]=[C:14]([C:15]([O-:17])=[O:16])[CH:13]=1 |f:2.3|. Procedure: The procedure was repeated with 1 mole of salicylic acid and 3 moles of isophthalic acid to produce 520 g of a light colored, translucent glassy product. DSC: Tg at 100° C. (second heat), 132° C. (third heat).